This data is from the Open Reaction Database (ORD), a public repository of structured organic reaction records. The task is: describe an organic reaction: reactants, conditions, products, and yield Starting materials: C(#N)CNC(=O)[C@H]1[C@@H](CCC1)CO (trans-N-(Cyanomethyl)-2-(hydroxymethyl)cyclopentane carboxamide), CSC1=CC=C(C=C1)S (4-(methylsulfanyl)thiophenol), C1(=CC=CC=C1)P(C1=CC=CC=C1)C1=CC=CC=C1 (triphenylphosphine), N(=NC(=O)OC(C)C)C(=O)OC(C)C (diisopropyl azodicarboxylate). Run at temperature 0 celsius, time 10 minute. Yields the product C(#N)CNC(=O)[C@H]1[C@@H](CCC1)CSC1=CC=C(C=C1)SC (trans-N-(cyanomethyl)-2-({[4-(methylsulfanyl)phenyl]sulfanyl}-methyl)cyclopentanecarboxamide). Procedure details: trans-N-(Cyanomethyl)-2-(hydroxymethyl)cyclopentane carboxamide (11 mg, 63 mmol) and triphenylphosphine (19 mg, 72 mmol) were placed in a 1 mL vial and dimethylformamide (0.15 mL) was added. The reaction mixture was cooled to 0° C. and diisopropyl azodicarboxylate (14 μL, 69 μmol) was added. After stirring for 10 min., 4-(methylsulfanyl)thiophenol (11 μL, 72 μmol) was added and the reaction mixture was stirred at ambient temperature for 1 h. The reaction mixture was partitioned between ethyl ace... Reaction SMILES: [C:1]([CH2:3][NH:4][C:5]([C@@H:7]1[CH2:11][CH2:10][CH2:9][C@H:8]1[CH2:12]O)=[O:6])#[N:2].C1(P(C2C=CC=CC=2)C2C=CC=CC=2)C=CC=CC=1.N(C(OC(C)C)=O)=NC(OC(C)C)=O.[CH3:47][S:48][C:49]1[CH:54]=[CH:53][C:52]([SH:55])=[CH:51][CH:50]=1>CN(C)C=O>[C:1]([CH2:3][NH:4][C:5]([C@@H:7]1[CH2:11][CH2:10][CH2:9][C@H:8]1[CH2:12][S:55][C:52]1[CH:53]=[CH:54][C:49]([S:48][CH3:47])=[CH:50][CH:51]=1)=[O:6])#[N:2]. The solvent is CN(C=O)C (dimethylformamide). Starting materials: S=C(Cl)Cl, ClC(Cl)Cl, Cl, NC(=S)Nc1ccc(Oc2ccc(Cl)cc2)cc1, [Na+], O=C([O-])O. Yields the product S=C=Nc1ccc(Oc2ccc(Cl)cc2)cc1. RXN SMILES: [Cl:20][C:21](=[S:22])[Cl:23].[Cl:29][CH:30]([Cl:31])[Cl:32].[ClH:19].[NH2:1][C:2](=[S:3])[NH:4][c:5]1[cH:6][cH:7][c:8]([O:11][c:12]2[cH:13][cH:14][c:15]([Cl:18])[cH:16][cH:17]2)[cH:9][cH:10]1.[Na+:28].[O-:24][C:25]([OH:26])=[O:27]>>[C:2](=[S:3])=[N:4][c:5]1[cH:6][cH:7][c:8]([O:11][c:12]2[cH:13][cH:14][c:15]([Cl:18])[cH:16][cH:17]2)[cH:9][cH:10]1.